Dataset: the Open Reaction Database (ORD), a public repository of structured organic reaction records. Task: describe an organic reaction: reactants, conditions, products, and yield Yields the product N1(CCC2=CC=CC=C12)S(=O)(=O)C=1C=C(C(=O)NC2=CC=NC=C2)C=CC1 (3-(indolin-1-ylsulfonyl)-N-(pyridin-4-yl)benzamide). As a reaction SMILES: [N:1]1([S:10]([C:13]2[CH:14]=[C:15]([CH:19]=[CH:20][CH:21]=2)[C:16]([OH:18])=O)(=[O:12])=[O:11])[C:9]2[C:4](=[CH:5][CH:6]=[CH:7][CH:8]=2)[CH2:3][CH2:2]1.[NH2:22][C:23]1[CH:28]=[CH:27][N:26]=[CH:25][CH:24]=1>>[N:1]1([S:10]([C:13]2[CH:14]=[C:15]([CH:19]=[CH:20][CH:21]=2)[C:16]([NH:22][C:23]2[CH:28]=[CH:27][N:26]=[CH:25][CH:24]=2)=[O:18])(=[O:12])=[O:11])[C:9]2[C:4](=[CH:5][CH:6]=[CH:7][CH:8]=2)[CH2:3][CH2:2]1. The reactants are N1(CCC2=CC=CC=C12)S(=O)(=O)C=1C=C(C(=O)O)C=CC1 (3-(indolin-1-ylsulfonyl)benzoic acid), NC1=CC=NC=C1 (4-aminopyridine). Procedure details: 3-(indolin-1-ylsulfonyl)benzoic acid (3) (200 mg, 0.66 mmol) and 4-aminopyridine (52 mg, 0.55 mmol) using method C. The residue was purified using flash chromatography eluting with 30-90 EtOAc in hexanes. The resulting solid was triturated with dichloromethane/hexanes to give 3-(indolin-1-ylsulfonyl)-N-(pyridin-4-yl)benzamide as an off-white solid. Yield: 86 mg (43%). 1H-NMR: 10.81 (s, 1H), 8.50 (d, J=6.0 Hz, 2H), 8.35 (t, J=1.5 Hz, 1H), 8.24 (dt, J=8.0, 1.0, 1.0, 1H), 8.01 (dt, J=8.0, 1.0, 1.0,...